From a dataset of the Open Reaction Database (ORD), a public repository of structured organic reaction records. describe an organic reaction: reactants, conditions, products, and yield Reactants: OC=1C(=CC(=C(C(=O)O)C1)[N+](=O)[O-])OC (5-Hydroxy-4-methoxy-2-nitro-benzoic acid). The reagents and catalysts are O=[Pt]=O (PtO2). Solvent: CO (MeOH). Reaction conditions: time 4 hour. Yields the product NC1=C(C(=O)O)C=C(C(=C1)OC)O (2-Amino-5-hydroxy-4-methoxy-benzoic acid). The yield is 97.4%. RXN SMILES: [OH:1][C:2]1[C:3]([O:14][CH3:15])=[CH:4][C:5]([N+:11]([O-])=O)=[C:6]([CH:10]=1)[C:7]([OH:9])=[O:8]>CO.O=[Pt]=O>[NH2:11][C:5]1[CH:4]=[C:3]([O:14][CH3:15])[C:2]([OH:1])=[CH:10][C:6]=1[C:7]([OH:9])=[O:8]. Reported procedure: 5-Hydroxy-4-methoxy-2-nitro-benzoic acid (18 g, 84.51 mmol, J Indian Chem. Soc. 1970, 70, 925) is suspended in MeOH (1 L) and treated PtO2 (100 mg). The flask is flushed with hydrogen gas and the reaction mixture is stirred under hydrogen atmosphere (45 psi) for 4 hours. The reaction mixture is filtered through a celite plug and the solvent is removed under reduced pressure. The crude product is redissolved in DCM, dried (MgSO4) and concentrated to yield 15.06 g (82.3 mmol, 97%) of the desired p...